This data is from the Open Reaction Database (ORD), a public repository of structured organic reaction records. The task is: describe an organic reaction: reactants, conditions, products, and yield Starting materials: O=C([O-])O, CSC, ClCCl, FB(F)F, [Na+], C=CCOCC1(c2ccccc2)C(=O)N(c2ccc(C#N)c(C(F)(F)F)c2)C(=O)N1C. Yields the product CN1C(=O)N(c2ccc(C#N)c(C(F)(F)F)c2)C(=O)C1(CO)c1ccccc1. As a reaction SMILES: [C:39](=[O:40])([OH:41])[O-:42].[CH3:32][S:33][CH3:34].[Cl:44][CH2:45][Cl:46].[F:35][B:36]([F:37])[F:38].[Na+:43].[O:1]=[C:2]1[N:3]([c:20]2[cH:21][c:22]([C:28]([F:29])([F:30])[F:31])[c:23]([C:24]#[N:25])[cH:26][cH:27]2)[C:4](=[O:19])[C:5]([CH2:8][O:9][CH2:10][CH:11]=[CH2:12])([c:13]2[cH:14][cH:15][cH:16][cH:17][cH:18]2)[N:6]1[CH3:7]>>[O:1]=[C:2]1[N:3]([c:20]2[cH:21][c:22]([C:28]([F:29])([F:30])[F:31])[c:23]([C:24]#[N:25])[cH:26][cH:27]2)[C:4](=[O:19])[C:5]([CH2:8][OH:9])([c:13]2[cH:14][cH:15][cH:16][cH:17][cH:18]2)[N:6]1[CH3:7]. Reactants: ClCC(C(=O)[NH-])(C)C (β-chloropivaloyl amide), β-lactam, ClCC(C(=O)N\C(=C/C(=O)OCC)\C)(C)C (Ethyl N-(β-chloropivaloyl)-3-aminocrotonate), [H-].[Na+] (NaH), CCOCC (ether). Run in CN(C)C=O.C(Cl)Cl (DMF CH2Cl2). Product: β-lactam, C(C)OC(=O)CC(=C)N1C(C(C1)(C)C)=O (N-(3-Ethoxycarbonylpropen-2-yl)-3,3-dimethyl-2-azetidinone). Yield: 100.0%. RXN SMILES: ClCC(C)(C)C([NH-])=O.Cl[CH2:10][C:11]([CH3:24])([CH3:23])[C:12]([NH:14]/[C:15](/[CH3:22])=[CH:16]\[C:17]([O:19][CH2:20][CH3:21])=[O:18])=[O:13].[H-].[Na+].CCOCC>CN(C=O)C.C(Cl)Cl>[CH2:20]([O:19][C:17]([CH2:16][C:15]([N:14]1[CH2:10][C:11]([CH3:24])([CH3:23])[C:12]1=[O:13])=[CH2:22])=[O:18])[CH3:21] |f:2.3,5.6|. Reported procedure: The β-chloropivaloyl amide cyclization to the title β-lactam compound was accomplished by treatment of 209 mg (0.84 mmole) of the amide with 64.5 mg (1.3 mmole) of NaH in 5 mL of DMF-CH2Cl2 (1:4) for 3 hours at room temperature. The reaction mixture was poured into 75 mL of ether and washed with two 25 mL portions of water, 25 mL of brine, dried over MgSO4, filtered and evaporated to yield 177 mg (0.84 mmole, 100%) of the β-lactam title compound as an oil. IR (neat) 1770, 1705 cm-1 ; 1H NMR δ 1....